describe an organic reaction: reactants, conditions, products, and yield From a dataset of the Open Reaction Database (ORD), a public repository of structured organic reaction records. Yields the product CC#CCOc1cc(N(CC)CC(F)(F)F)ncn1. Reactants: CCI, CC#CCOc1cc(NCC(F)(F)F)ncn1, CN(C)C=O, [H-], [Na+], C1CCOC1, O. RXN SMILES: [CH2:18]([CH3:19])[I:20].[CH2:1]([C:2]#[C:3][CH3:4])[O:5][c:6]1[n:7][cH:8][n:9][c:10]([NH:12][CH2:13][C:14]([F:15])([F:16])[F:17])[cH:11]1.[CH3:23][N:24]([CH3:25])[CH:26]=[O:27].[H-:21].[Na+:22].[O:28]1[CH2:29][CH2:30][CH2:31][CH2:32]1.[OH2:33]>>[CH2:1]([C:2]#[C:3][CH3:4])[O:5][c:6]1[n:7][cH:8][n:9][c:10]([N:12]([CH2:13][C:14]([F:15])([F:16])[F:17])[CH2:18][CH3:19])[cH:11]1. The reactants are OC(C)(C)C1=NOC(=N1)C(=O)OCC (ethyl 3-(2-hydroxypropan-2-yl)-1,2,4-oxadiazole-5-carboxylate), NC[C@H](C)N1N=C(C=C1)C1=CC(=C(C#N)C(=C1)F)Cl ((S)-4-(1-(1-aminopropan-2-yl)-1H-pyrazol-3-yl)-2-chloro-6-fluorobenzonitrile). The product is ClC=1C=C(C=C(C1C#N)F)C1=NN(C=C1)[C@H](CNC(=O)C1=NC(=NO1)C(C)(C)O)C ((S)—N-(2-(3-(3-Chloro-4-cyano-5-fluorophenyl)-1H-pyrazol-1-yl)propyl)-3-(2-hydroxypropan-2-yl)-1,2,4-oxadiazole-5-carboxamide). Reaction SMILES: [OH:1][C:2]([C:5]1[N:9]=[C:8]([C:10]([O:12]CC)=O)[O:7][N:6]=1)([CH3:4])[CH3:3].[NH2:15][CH2:16][C@@H:17]([N:19]1[CH:23]=[CH:22][C:21]([C:24]2[CH:31]=[C:30]([F:32])[C:27]([C:28]#[N:29])=[C:26]([Cl:33])[CH:25]=2)=[N:20]1)[CH3:18]>>[Cl:33][C:26]1[CH:25]=[C:24]([C:21]2[CH:22]=[CH:23][N:19]([C@@H:17]([CH3:18])[CH2:16][NH:15][C:10]([C:8]3[O:7][N:6]=[C:5]([C:2]([OH:1])([CH3:3])[CH3:4])[N:9]=3)=[O:12])[N:20]=2)[CH:31]=[C:30]([F:32])[C:27]=1[C:28]#[N:29]. Procedure: The title compound was prepared using the procedure described in Example 52(g) starting from ethyl 3-(2-hydroxypropan-2-yl)-1,2,4-oxadiazole-5-carboxylate (1.5 mmol, 300 mg) and (S)-4-(1-(1-aminopropan-2-yl)-1H-pyrazol-3-yl)-2-chloro-6-fluorobenzonitrile (1.5 mmol, 417 mg). Yield 160 mg. 1H-NMR (400 MHz; DMSO-d6): δ 1.49 (bs, 9H), 3.57-3.64 (m, 1H), 3.68-3.76 (m, 1H), 4.69-4.75 (m, 1H), 5.69 (s, 1H), 7.02 (d, 1H), 7.89 (d, 1H), 7.94 (d, 1H), 7.99 (s, 1H), 9.46 (t, 1H). LC-MS: [M+1]=433.17. The reactants are NC1=NC(=C(C(=N1)C=1OC=CC1C)C#N)SC (2-amino-4-(3-methyl-furan-2-yl)-6-methylsulfanyl-pyrimidine-5-carbonitrile), OCC1=NC=CC=C1 (2-(hydroxymethyl)pyridine), C1CCC2=NCCCN2CC1 (DBU). Procedure details: From 2-amino-4-(3-methyl-furan-2-yl)-6-methylsulfanyl-pyrimidine-5-carbonitrile, 2-(hydroxymethyl)pyridine and DBU in DME. ES-MS m/e (%): 308 (M+H+, 100). Run in COCCOC (DME). Yields the product NC1=NC(=C(C(=N1)C=1OC=CC1C)C#N)OCC1=NC=CC=C1 (2-Amino-4-(3-methyl-furan-2-yl)-6-(pyridin-2-ylmethoxy)-pyrimidine-5-carbonitrile). As a reaction SMILES: [NH2:1][C:2]1[N:7]=[C:6]([C:8]2[O:9][CH:10]=[CH:11][C:12]=2[CH3:13])[C:5]([C:14]#[N:15])=[C:4](SC)[N:3]=1.[OH:18][CH2:19][C:20]1[CH:25]=[CH:24][CH:23]=[CH:22][N:21]=1.C1CCN2C(=NCCC2)CC1>COCCOC>[NH2:1][C:2]1[N:7]=[C:6]([C:8]2[O:9][CH:10]=[CH:11][C:12]=2[CH3:13])[C:5]([C:14]#[N:15])=[C:4]([O:18][CH2:19][C:20]2[CH:25]=[CH:24][CH:23]=[CH:22][N:21]=2)[N:3]=1. Reactants: Cl.Cl.NC=1N=C(C2=C(N1)CCNC2)C2=CC=C(C=C2)Cl (2-amino-4-(4-chlorophenyl)-5,6,7,8-tetrahydropyrido[4,3-d]pyrimidine dihydrochloride), ICCC (iodopropane). Product: Cl.Cl.NC=1N=C(C2=C(N1)CCN(C2)CCC)C2=CC=C(C=C2)Cl (2-amino-4-(4-chlorophenyl)-6-propyl-5,6,7,8-tetrahydropyrido[4,3-d]pyrimidine dihydrochloride). Isolated yield 82.8%. RXN SMILES: [ClH:1].Cl.[NH2:3][C:4]1[N:5]=[C:6]([C:14]2[CH:19]=[CH:18][C:17]([Cl:20])=[CH:16][CH:15]=2)[C:7]2[CH2:13][NH:12][CH2:11][CH2:10][C:8]=2[N:9]=1.I[CH2:22][CH2:23][CH3:24]>>[ClH:20].[ClH:1].[NH2:3][C:4]1[N:5]=[C:6]([C:14]2[CH:19]=[CH:18][C:17]([Cl:20])=[CH:16][CH:15]=2)[C:7]2[CH2:13][N:12]([CH2:22][CH2:23][CH3:24])[CH2:11][CH2:10][C:8]=2[N:9]=1 |f:0.1.2,4.5.6|. Reported procedure: The title compound was prepared as described in Example 17 starting with 2-amino-4-(4-chlorophenyl)-5,6,7,8-tetrahydropyrido[4,3-d]pyrimidine dihydrochloride (4.0 g, 13.5 mmol) and iodopropane (1.3 mL, 13.5 mmol) instead of iodoethane to produce 2.1 g (51%) of 2-amino-4-(4-chlorophenyl)-6-propyl-5,6,7,8-tetrahydropyrido[4,3-d]pyrimidine dihydrochloride 1/4 hydrate. m.p. 244°-246° C. MS: 303(HM+).